Task: describe an organic reaction: reactants, conditions, products, and yield. Dataset: the Open Reaction Database (ORD), a public repository of structured organic reaction records The reactants are Cl.NC1CCN(CC1)CCN1C(C=CC2=NC=C(C=C12)F)=O (1-(2-(4-aminopiperidin-1-yl)ethyl)-7-fluoro-1,5-naphthyridin-2(1H)-one hydrochloride), O1CCCC=2C1=CN=C(C2)C=O (3,4-dihydro-2H-pyrano(2,3-c)pyridine-6-carbaldehyde), C(#N)[BH3-].[Na+] (sodium cyanoborohydride), C[O-].[Na+].CO (sodium methoxide methanol). The solvent is CO (methanol), C(C)(=O)O (acetic acid), C(C)(=O)OCC (ethyl acetate). Reaction conditions: time 50 minute. Product: Cl.O1CCCC=2C1=CN=C(C2)CNC2CCN(CC2)CCN2C(C=CC1=NC=C(C=C21)F)=O (1-(2-(4-((3,4-dihydro-2H-pyrano(2,3-c)pyridin-6-ylmethyl)amino)piperidin-1-yl)ethyl)-7-fluoro-1,5-naphthyridin-2(1H)-one hydrochloride). The yield is 75.8%. As a reaction SMILES: [ClH:1].[NH2:2][CH:3]1[CH2:8][CH2:7][N:6]([CH2:9][CH2:10][N:11]2[C:20]3[C:15](=[N:16][CH:17]=[C:18]([F:21])[CH:19]=3)[CH:14]=[CH:13][C:12]2=[O:22])[CH2:5][CH2:4]1.[O:23]1[C:28]2=[CH:29][N:30]=[C:31]([CH:33]=O)[CH:32]=[C:27]2[CH2:26][CH2:25][CH2:24]1.C([BH3-])#N.[Na+].C[O-].[Na+].CO>CO.C(OCC)(=O)C.C(O)(=O)C>[ClH:1].[O:23]1[C:28]2=[CH:29][N:30]=[C:31]([CH2:33][NH:2][CH:3]3[CH2:4][CH2:5][N:6]([CH2:9][CH2:10][N:11]4[C:20]5[C:15](=[N:16][CH:17]=[C:18]([F:21])[CH:19]=5)[CH:14]=[CH:13][C:12]4=[O:22])[CH2:7][CH2:8]3)[CH:32]=[C:27]2[CH2:26][CH2:25][CH2:24]1 |f:0.1,3.4,5.6.7,11.12|. Procedure details: To a suspension of 0.10 g of 1-(2-(4-aminopiperidin-1-yl)ethyl)-7-fluoro-1,5-naphthyridin-2(1H)-one hydrochloride and 61 mg of 3,4-dihydro-2H-pyrano(2,3-c)pyridine-6-carbaldehyde in 2.5 mL of methanol, 62 mg of sodium cyanoborohydride, 0.14 g of a 28% sodium methoxide/methanol solution and 86 μL of acetic acid were added, and the mixture was stirred at room temperature for 1 hour 50 minutes. Thereto were added ethyl acetate, a saturated aqueous sodium hydrogen carbonate solution, and a 2 mol/L a... Reactants: [H-].[Na+] (sodium hydride), [Cl-].[NH4+] (ammonium chloride), ClC1=NC=NC(=C1)O[C@H]1[C@@H](CCCC1)C (4-chloro-6-(trans-2-methylcyclohexyloxy)pyrimidine), C(C#CC)O (2-butyn-1-ol). The solvent is O1CCCC1 (tetrahydrofuran), O1CCCC1 (tetrahydrofuran), O1CCCC1 (tetrahydrofuran). Product: C(C#CC)OC1=CC(=NC=N1)O[C@H]1[C@@H](CCCC1)C (6-(2-butynyloxy)-4-(trans-2-methylcyclohexyloxy)pyrimidine). Yield: 67.7%. As a reaction SMILES: [H-].[Na+].[CH2:3]([OH:7])[C:4]#[C:5][CH3:6].Cl[C:9]1[CH:14]=[C:13]([O:15][C@@H:16]2[CH2:21][CH2:20][CH2:19][CH2:18][C@H:17]2[CH3:22])[N:12]=[CH:11][N:10]=1.[Cl-].[NH4+]>O1CCCC1>[CH2:3]([O:7][C:9]1[N:10]=[CH:11][N:12]=[C:13]([O:15][C@@H:16]2[CH2:21][CH2:20][CH2:19][CH2:18][C@H:17]2[CH3:22])[CH:14]=1)[C:4]#[C:5][CH3:6] |f:0.1,4.5|. Reported procedure: In 1.6 ml of tetrahydrofuran was suspended 0.04 g of sodium hydride (60% in oil), to which 0.4 ml of a tetrahydrofuran solution containing 0.06 g of 2-butyn-1-ol was slowly added dropwise under stirring at room temperature. The mixture was stirred at room temperature for 20 minutes, and 0.4 ml of a tetrahydrofuran solution containing 0.18 g of 4-chloro-6-(trans-2-methylcyclohexyloxy)pyrimidine was slowly added dropwise, followed by stirring at room temperature for 6 hours. The reaction mixture w... Starting materials: OC(CN1CCN(CC1)C1=C(C=CC=C1)OC)CSC1=CC=C(C=C1)F (1-[2-hydroxy-3-(p-fluorophenylthio)propyl]-4-(o-methoxyphenyl)piperazine), OO (hydrogen peroxide), N (ammonia), O (water). Solvent: C(C)(=O)O (acetic acid). Conditions: time 1 hour. Yields the product OC(CN1CCN(CC1)C1=C(C=CC=C1)OC)CS(=O)C1=CC=C(C=C1)F (1-[2-hydroxy-3-(p-fluorophenylsulfinyl)propyl]-4-(o-methoxyphenyl)piperazine). As a reaction SMILES: [OH:1][CH:2]([CH2:18][S:19][C:20]1[CH:25]=[CH:24][C:23]([F:26])=[CH:22][CH:21]=1)[CH2:3][N:4]1[CH2:9][CH2:8][N:7]([C:10]2[CH:15]=[CH:14][CH:13]=[CH:12][C:11]=2[O:16][CH3:17])[CH2:6][CH2:5]1.[OH:27]O.O.N>C(O)(=O)C>[OH:1][CH:2]([CH2:18][S:19]([C:20]1[CH:21]=[CH:22][C:23]([F:26])=[CH:24][CH:25]=1)=[O:27])[CH2:3][N:4]1[CH2:9][CH2:8][N:7]([C:10]2[CH:15]=[CH:14][CH:13]=[CH:12][C:11]=2[O:16][CH3:17])[CH2:6][CH2:5]1. Procedure details: To a solution of 1.85 g of 1-[2-hydroxy-3-(p-fluorophenylthio)propyl]-4-(o-methoxyphenyl)piperazine in 20 ml of glacial acetic acid is added dropwise 1.2 g of 35 % aqueous hydrogen peroxide solution under cooling, and the mixture is stirred at a temperature of 20° to 30°C for 1 hour. The reaction mixture is poured into water, neutralized with aqueous ammonia and extracted with benzene. The organic layer is washed with water, dried over sodium sulfate and evaporated under reduced pressure. The oi... Reactants: ClC1=C(C=CC(=C1)Cl)N1CC(CN2C1=NC1=C2C(=CC=C1)N(CC)CC)O (1-(2,4-dichlorophenyl)-6-(diethylamino)-1,2,3,4-tetrahydropyrimido[1,2-a]benzimidazol-3-ol), CS(=O)(=O)Cl (methanesulfonyl chloride), C([O-])(O)=O.[Na+] (sodium bicarbonate), resultant mixture. Solvent: N1=CC=CC=C1 (pyridine). Product: CS(=O)(=O)OC1CCN(C2=NC3=C(N2C1)C(=CC=C3)N(CC)CC)C3=C(C=C(C=C3)Cl)Cl (1-(2,4-Dichlorophenyl)-7-(diethylamino)-2,3,4,5-tetrahydro-1H-[1,3]diazepino[1,2-a]benzimidazol-4-yl methanesulfonate). Yield: 99.0%. Reaction SMILES: [Cl:1][C:2]1[CH:7]=[C:6]([Cl:8])[CH:5]=[CH:4][C:3]=1[N:9]1[C:14]2=[N:15][C:16]3[CH:21]=[CH:20][CH:19]=[C:18]([N:22]([CH2:25][CH3:26])[CH2:23][CH3:24])[C:17]=3[N:13]2[CH2:12][CH:11]([OH:27])[CH2:10]1.[CH3:28][S:29](Cl)(=[O:31])=[O:30].[C:33](=O)(O)[O-].[Na+]>N1C=CC=CC=1>[CH3:28][S:29]([O:27][CH:11]1[CH2:12][N:13]2[C:14](=[N:15][C:16]3[CH:21]=[CH:20][CH:19]=[C:18]([N:22]([CH2:23][CH3:24])[CH2:25][CH3:26])[C:17]=32)[N:9]([C:3]2[CH:4]=[CH:5][C:6]([Cl:8])=[CH:7][C:2]=2[Cl:1])[CH2:10][CH2:33]1)(=[O:31])=[O:30] |f:2.3|. Procedure: To a solution of 1-(2,4-dichlorophenyl)-6-(diethylamino)-1,2,3,4-tetrahydropyrimido[1,2-a]benzimidazol-3-ol (235 mg, 0.563 mmol) in pyridine (1 mL) was added methanesulfonyl chloride (0.436 mL, 5.63 mmol) at room temperature. The resultant mixture was stirred at room temperature for 30 min. Aqueous sodium bicarbonate was added and the mixture was extracted with ethyl acetate. The combined organic layer was washed with brine, dried over anhydrous sodium sulfate, filtered and concentrated in vacuo... The reactants are CN(CC(=O)OC(C)(C)C)C(=O)C(=O)c1cn(Cc2ccccc2)c2ccc(-c3cccc(OC(F)(F)F)c3)cc12, ClCCl, O=C(O)C(F)(F)F. The product is CN(CC(=O)O)C(=O)C(=O)c1cn(Cc2ccccc2)c2ccc(-c3cccc(OC(F)(F)F)c3)cc12. Reaction SMILES: [CH2:1]([c:2]1[cH:3][cH:4][cH:5][cH:6][cH:7]1)[n:8]1[cH:9][c:10]([C:28]([C:29](=[O:30])[N:31]([CH2:32][C:33](=[O:34])[O:35][C:36]([CH3:37])([CH3:38])[CH3:39])[CH3:40])=[O:41])[c:11]2[cH:12][c:13](-[c:17]3[cH:18][c:19]([O:23][C:24]([F:25])([F:26])[F:27])[cH:20][cH:21][cH:22]3)[cH:14][cH:15][c:16]12.[CH2:49]([Cl:50])[Cl:51].[OH:42][C:43]([C:44]([F:45])([F:46])[F:47])=[O:48]>>[CH2:1]([c:2]1[cH:3][cH:4][cH:5][cH:6][cH:7]1)[n:8]1[cH:9][c:10]([C:28]([C:29](=[O:30])[N:31]([CH2:32][C:33](=[O:34])[OH:35])[CH3:40])=[O:41])[c:11]2[cH:12][c:13](-[c:17]3[cH:18][c:19]([O:23][C:24]([F:25])([F:26])[F:27])[cH:20][cH:21][cH:22]3)[cH:14][cH:15][c:16]12. Reactants: ICCCCI (1,4-diiodobutane), SC1=CN=NN1 (5-mercapto-1H-1,2,3-triazole), SC1=CN=NN1 (5-mercapto-1H-1,2,3-triazole). The solvent is C(C)O (ethanol). Yields the product N1=NNC(=C1)SCCCCSC1=CN=NN1 (5-(4-(3H-1,2,3-triazol-4-ylthio)butylthio)-1H-1,2,3-triazole). Yield: 70.2%. Reaction SMILES: [SH:1][C:2]1[NH:6][N:5]=[N:4][CH:3]=1.I[CH2:8][CH2:9][CH2:10][CH2:11]I>C(O)C>[N:4]1[CH:3]=[C:2]([S:1][CH2:8][CH2:9][CH2:10][CH2:11][S:1][C:2]2[NH:6][N:5]=[N:4][CH:3]=2)[NH:6][N:5]=1. Reported procedure: 20 mmole of 5-mercapto-1H-1,2,3-triazole (sodium salt) was dissolved in 20 ml of ethanol in stirring. 10 mmole of 1,4-diiodobutane was added dropwise to the solution of 5-mercapto-1H-1,2,3-triazole (sodium salt), and stirred overnight. After the solvent was evaporated in vacuum, the residual was washed with 50 ml pure H2O for three times, and then with 50 ml hexane for 3 times. At last, the residual was dried in oven at 60° C. for 24 hours. 1.8 g product was obtained as white solid. Yield: 70%. ... Starting materials: [Al+3], COc1cc2c(c(Cl)c1Cl)C(=O)C(C)(C(C)C)C2, CCCCCCC, [Cl-], [Cl-], [Cl-]. Product: CC(C)C1(C)Cc2cc(O)c(Cl)c(Cl)c2C1=O. Reaction SMILES: [Al+3:20].[CH3:1][C:2]1([CH:16]([CH3:17])[CH3:18])[C:3](=[O:15])[c:4]2[c:5]([Cl:14])[c:6]([Cl:13])[c:7]([O:11][CH3:12])[cH:8][c:9]2[CH2:10]1.[CH3:23][CH2:24][CH2:25][CH2:26][CH2:27][CH2:28][CH3:29].[Cl-:19].[Cl-:21].[Cl-:22]>>[CH3:1][C:2]1([CH:16]([CH3:17])[CH3:18])[C:3](=[O:15])[c:4]2[c:5]([Cl:14])[c:6]([Cl:13])[c:7]([OH:11])[cH:8][c:9]2[CH2:10]1. Starting materials: CCOC(=O)C (EtOAc), C(C)OC(CNCC1=C(C=C(C=C1)OC)OC)=O (N-(2,4-dimethoxybenzyl)glycine ethyl ester), C([O-])([O-])=O.[K+].[K+] (potassium carbonate), BrCC=1C(=NOC1C(=O)OCC)C1=CC=CC=C1 (Ethyl 4-(bromomethyl)-3-phenylisoxazole-5-carboxylate). Run in O (water), CN(C)C=O (DMF). Reaction conditions: time 16 hour. Yields the product COC1=C(CN(CC(=O)OCC)CC=2C(=NOC2C(=O)OCC)C2=CC=CC=C2)C=CC(=C1)OC (Ethyl 4-(((2,4-dimethoxybenzyl)(2-ethoxy-2-oxoethyl)amino)methyl)-3-phenylisoxazole-5-carboxylate). The yield is 67.7%. As a reaction SMILES: Br[CH2:2][C:3]1[C:4]([C:13]2[CH:18]=[CH:17][CH:16]=[CH:15][CH:14]=2)=[N:5][O:6][C:7]=1[C:8]([O:10][CH2:11][CH3:12])=[O:9].[CH2:19]([O:21][C:22](=[O:36])[CH2:23][NH:24][CH2:25][C:26]1[CH:31]=[CH:30][C:29]([O:32][CH3:33])=[CH:28][C:27]=1[O:34][CH3:35])[CH3:20].C(=O)([O-])[O-].[K+].[K+].CCOC(C)=O>CN(C=O)C.O>[CH3:35][O:34][C:27]1[CH:28]=[C:29]([O:32][CH3:33])[CH:30]=[CH:31][C:26]=1[CH2:25][N:24]([CH2:2][C:3]1[C:4]([C:13]2[CH:18]=[CH:17][CH:16]=[CH:15][CH:14]=2)=[N:5][O:6][C:7]=1[C:8]([O:10][CH2:11][CH3:12])=[O:9])[CH2:23][C:22]([O:21][CH2:19][CH3:20])=[O:36] |f:2.3.4|. Procedure details: Ethyl 4-(bromomethyl)-3-phenylisoxazole-5-carboxylate (28.1 g, 90.6 mmol) was dissolved in 200 mL of DMF. N-(2,4-dimethoxybenzyl)glycine ethyl ester (22.9 g, 90.6 mmol) and potassium carbonate (9.2 g, 66.4 mmol) were added, and the mixture was stirred at room temperature for 16 h. EtOAc (200 mL) and water (100 mL) were added and the aqueous layer was extracted with additional EtOAc. The combined organic layer was washed with water and brine, and dried over MgSO4. After solvent was removed in vac... Starting materials: Cc1cc(CBr)on1, CC#N, NCCN. Product: Cc1cc(CNCCN)on1. Reaction SMILES: [Br:5][CH2:6][c:7]1[cH:8][c:9]([CH3:12])[n:10][o:11]1.[CH3:13][C:14]#[N:15].[NH2:1][CH2:2][CH2:3][NH2:4]>>[NH:1]([CH2:2][CH2:3][NH2:4])[CH2:6][c:7]1[cH:8][c:9]([CH3:12])[n:10][o:11]1.